From a dataset of the Open Reaction Database (ORD), a public repository of structured organic reaction records. describe an organic reaction: reactants, conditions, products, and yield The reactants are [N+](=O)([O-])C1=CC=C(C=C1)C1=CC=CC=C1 (4-nitrobiphenyl), [N+](=O)([O-])C1=CC=C(C=C1)C1=CC=CC=C1 (4-nitrobiphenyl), C(CCC)O (1-butanol), C(CCC)P(CCCC)CCCC (Tributylphosphine). The solvent is O (water). Conditions: temperature -40 celsius. Product: C(CCC)OC1=NC=CC(=CC1)C1=CC=CC=C1 (2-Butoxy-5-phenyl-3H-azepine). Isolated yield 44.1%. Reaction SMILES: [N+:1]([C:4]1[CH:9]=[CH:8][C:7]([C:10]2[CH:15]=[CH:14][CH:13]=[CH:12][CH:11]=2)=[CH:6][CH:5]=1)([O-])=O.[CH2:16]([OH:20])[CH2:17][CH2:18][CH3:19].C(P(CCCC)CCCC)CCC>O>[CH2:16]([O:20][C:4]1[CH2:9][CH:8]=[C:7]([C:10]2[CH:11]=[CH:12][CH:13]=[CH:14][CH:15]=2)[CH:6]=[CH:5][N:1]=1)[CH2:17][CH2:18][CH3:19]. Procedure: A 22 Liter reaction flask is equipped with a heating mantle, overhead stirring apparatus, condenser, addition funnel, thermometer probe, and nitrogen inlet/outlet. The flask is purged thoroughly with nitrogen and maintained under nitrogen throughout the reaction. The flask is charged with 4-nitrobiphenyl (1700 g, 8.53 moles) and 1-butanol (3793 g, 51.2 moles). The resulting mixture is heated to reflux to form a clear solution. Tributylphosphine (3500 g, 17.3 moles) is charged to the addition fun...